From a dataset of the Open Reaction Database (ORD), a public repository of structured organic reaction records. describe an organic reaction: reactants, conditions, products, and yield Starting materials: BrC(C)C1(O[C@H]([C@@H](O1)C(=O)O)C(=O)O)C1=CC2=CC=C(C(=C2C=C1)Br)OC (2-(1-bromoethyl)-2-(5-bromo-6-methoxy-2-naphthyl)-4(R),5(R)-dicarboxy-1,3-dioxolane), S(O)(O)(=O)=O (sulphuric acid). Reaction conditions: time 20 minute. The product is BrC(C(=O)C1=CC2=CC=C(C(=C2C=C1)Br)OC)C (2-bromo-1-(5-bromo-6-methoxy-2-naphthyl)-propan-1-one). The yield is 43.0%. RXN SMILES: [Br:1][CH:2]([C:4]1([C:15]2[CH:24]=[CH:23][C:22]3[C:17](=[CH:18][CH:19]=[C:20]([O:26][CH3:27])[C:21]=3[Br:25])[CH:16]=2)O[C@@H](C(O)=O)[C@H](C(O)=O)[O:5]1)[CH3:3].S(=O)(=O)(O)O>>[Br:1][CH:2]([CH3:3])[C:4]([C:15]1[CH:24]=[CH:23][C:22]2[C:17](=[CH:18][CH:19]=[C:20]([O:26][CH3:27])[C:21]=2[Br:25])[CH:16]=1)=[O:5]. Reported procedure: A mixture of diastereoisomers of 2-(1-bromoethyl)-2-(5-bromo-6-methoxy-2-naphthyl)-4(R),5(R)-dicarboxy-1,3-dioxolane (RRS:RRR=93:7; 2.52 g; 5 mmoles) and 96% sulphuric acid (15 ml) is kept at 20° C. for 20 minutes. The reaction mixture is processed as described in Example 1. In this manner, pure 2-bromo-1-(5-bromo-6-methoxy-2-naphthyl)-propan-1-one is obtained (0.8 g; 2.15 mmoles; yield 43%). Starting materials: C1=CC=CC=2SC3=CC=CC=C3CC12 (thioxanthene), C(CCC)[Li] (n-butyllithium), C(CCC)OCCCC (n-butylether), Cl (hydrochloric acid), C(=O)=O (dry ice). Run in CCCCCC (hexane). Yields the product C1=CC=C(C=2SC3=CC=CC=C3C(C12)=O)C(=O)O (Thioxanthene-9-one-4-carboxylic acid). RXN SMILES: [CH:1]1[C:14]2[CH2:13][C:12]3[C:7](=[CH:8][CH:9]=[CH:10][CH:11]=3)[S:6][C:5]=2[CH:4]=[CH:3][CH:2]=1.C([Li])CCC.[C:20](=[O:22])=[O:21].Cl.C([O:28]CCCC)CCC>CCCCCC>[CH:1]1[C:14]2[C:13](=[O:28])[C:12]3[C:7](=[CH:8][CH:9]=[CH:10][CH:11]=3)[S:6][C:5]=2[C:4]([C:20]([OH:22])=[O:21])=[CH:3][CH:2]=1. Procedure: This compound was prepared by adding dropwise a solution of thioxanthene in n-butylether to a solution of n-butyllithium in hexane. The intermediate product was carbonated with dry ice and acidified with hydrochloric acid. The final product had a melting point of greater than 300° C. Reactants: C(C1=CC=CC=C1)OC=1C(C=C(N2C1C(N(CC2)CC2=CC(=C(C=C2)Cl)Cl)=O)C(C(C)(C)C)O)=O (9-benzyloxy-2-(3,4-dichlorobenzyl)-6-(1-hydroxy-2,2-dimethylpropyl)-3,4-dihydro-2H-pyrido[1,2-a]pyrazine-1,8-dione), CC(=O)OI1(C=2C=CC=CC2C(=O)O1)(OC(=O)C)OC(=O)C (Dess-Martin reagent), C(O)([O-])=O.[Na+] (sodium hydrogen carbonate), S(=O)([O-])[O-].[Na+].[Na+] (sodium sulfite). The solvent is C(Cl)(Cl)Cl (chloroform). Run at time 20 minute. Product: C(C1=CC=CC=C1)OC=1C(C=C(N2C1C(N(CC2)CC2=CC(=C(C=C2)Cl)Cl)=O)C(C(C)(C)C)=O)=O (9-benzyloxy-2-(3,4-dichlorobenzyl)-6-(2,2-dimethylpropionyl)-3,4-dihydro-2H-pyrido[1,2-a]pyrazine-1,8-dione). Yield: 28.9%. RXN SMILES: [CH2:1]([O:8][C:9]1[C:10](=[O:35])[CH:11]=[C:12]([CH:29]([OH:34])[C:30]([CH3:33])([CH3:32])[CH3:31])[N:13]2[CH2:18][CH2:17][N:16]([CH2:19][C:20]3[CH:25]=[CH:24][C:23]([Cl:26])=[C:22]([Cl:27])[CH:21]=3)[C:15](=[O:28])[C:14]=12)[C:2]1[CH:7]=[CH:6][CH:5]=[CH:4][CH:3]=1.CC(OI1(OC(C)=O)(OC(C)=O)OC(=O)C2C=CC=CC1=2)=O.C(=O)([O-])O.[Na+].S([O-])([O-])=O.[Na+].[Na+]>C(Cl)(Cl)Cl>[CH2:1]([O:8][C:9]1[C:10](=[O:35])[CH:11]=[C:12]([C:29](=[O:34])[C:30]([CH3:31])([CH3:32])[CH3:33])[N:13]2[CH2:18][CH2:17][N:16]([CH2:19][C:20]3[CH:25]=[CH:24][C:23]([Cl:26])=[C:22]([Cl:27])[CH:21]=3)[C:15](=[O:28])[C:14]=12)[C:2]1[CH:7]=[CH:6][CH:5]=[CH:4][CH:3]=1 |f:2.3,4.5.6|. Procedure details: To a solution of the above-mentioned crude 9-benzyloxy-2-(3,4-dichlorobenzyl)-6-(1-hydroxy-2,2-dimethylpropyl)-3,4-dihydro-2H-pyrido[1,2-a]pyrazine-1,8-dione (132 mg) in chloroform (4 ml) was added Dess-Martin reagent (65 mg) and the mixture was stirred at room temperature for 20 min. Saturated aqueous sodium hydrogen carbonate solution and sodium sulfite were added to the reaction mixture, and the mixture was extracted with ethyl acetate. The organic layer was washed with saturated brine and dr... Reactants: CC=1C=CC(=CC1)C2=C(N3C=C(C=CC3=N2)C)CC(=O)N(C)C (zolpidem), Cl (hydrochloric acid). The solvent is C(CCC)O (1-butanol). Run at time 15 minute. Product: CC=1C=CC(=CC1)C2=C(N3C=C(C=CC3=N2)C)CC(=O)N(C)C.Cl (zolpidem hydrochloride). As a reaction SMILES: [CH3:1][C:2]1[CH:3]=[CH:4][C:5]([C:8]2[N:16]=[C:15]3[N:10]([CH:11]=[C:12]([CH3:17])[CH:13]=[CH:14]3)[C:9]=2[CH2:18][C:19]([N:21]([CH3:23])[CH3:22])=[O:20])=[CH:6][CH:7]=1.[ClH:24]>C(O)CCC>[CH3:1][C:2]1[CH:7]=[CH:6][C:5]([C:8]2[N:16]=[C:15]3[N:10]([CH:11]=[C:12]([CH3:17])[CH:13]=[CH:14]3)[C:9]=2[CH2:18][C:19]([N:21]([CH3:22])[CH3:23])=[O:20])=[CH:4][CH:3]=1.[ClH:24] |f:3.4|. Procedure: One gram of zolpidem is suspended in 35 ml of 1-butanol, 0.32 g of concentrated hydrochloric acid is added and the mixture stirred 15 minutes at room temperature. The clear solution is heated to reflux and 25 ml of a water/1-butanol mixture is distilled off. The resulting mixture is allowed to cool to room temperature and stirred at room temperature for 16 hours. The formed solid is filtered off, washed with 2 ml of 1-butanol and dried in a vacuum oven at 40° C. to produce zolpidem hydrochloride... Starting materials: O=C([O-])[O-], C#CCBr, Cc1cc(-c2cc(O)c(Cl)cc2F)c(=O)n(C)c1C(F)(F)F, [K+], [K+], CN(C)C=O, O. Product: C#CCOc1cc(-c2cc(C)c(C(F)(F)F)n(C)c2=O)c(F)cc1Cl. Reaction SMILES: [C:28](=[O:29])([O-:30])[O-:31].[CH2:34]([C:35]#[CH:36])[Br:37].[Cl:6][c:7]1[cH:8][c:9]([F:27])[c:10](-[c:14]2[c:15](=[O:26])[n:16]([CH3:25])[c:17]([C:21]([F:22])([F:23])[F:24])[c:18]([CH3:20])[cH:19]2)[cH:11][c:12]1[OH:13].[K+:32].[K+:33].[O:1]=[CH:2][N:3]([CH3:4])[CH3:5].[OH2:38]>>[Cl:6][c:7]1[cH:8][c:9]([F:27])[c:10](-[c:14]2[c:15](=[O:26])[n:16]([CH3:25])[c:17]([C:21]([F:22])([F:23])[F:24])[c:18]([CH3:20])[cH:19]2)[cH:11][c:12]1[O:13][CH2:36][C:35]#[CH:34]. Starting materials: C(CCC)C1=CC=C(S1)C=O (5-n-butyl-2-thiophenecarboxaldehyde), CS(=O)C (DMSO), [H-].[Na+] (Sodium hydride), O (water). The reagents and catalysts are [Br-].C[P+](C1=CC=CC=C1)(C1=CC=CC=C1)C1=CC=CC=C1 (methyltriphenylphosphonium bromide). The solvent is petroleum ether. Run at temperature 15 celsius, time 2 hour. Yields the product C(CCC)C1=CC=C(S1)C=C ((5-n-butylthiophen-2-yl)-ethylene). The yield is 82.0%. Reaction SMILES: [H-].[Na+].[CH2:3]([C:7]1[S:11][C:10]([CH:12]=O)=[CH:9][CH:8]=1)[CH2:4][CH2:5][CH3:6].O.[CH3:15]S(C)=O>[Br-].C[P+](C1C=CC=CC=1)(C1C=CC=CC=1)C1C=CC=CC=1>[CH2:3]([C:7]1[S:11][C:10]([CH:12]=[CH2:15])=[CH:9][CH:8]=1)[CH2:4][CH2:5][CH3:6] |f:0.1,5.6|. Procedure: This Example illustrates the preparation of 4-[2-(5-n-butylthiophen-2-yl)-trans-cyclopropylmethyl]-2,6-cis-dimethylmorpholine (Compound No. 8 in Table I). Phosphorus oxychloride (12.02 g, 0.078 mol) was added dropwise to N-methylformanilide (10.62 g, 0.079 mol) and a yellow solid was produced. This was cooled to 0° C. for 1/2 hour, then 2-n-butylthiophene (10 g, 0.071 mol) was added dropwise and the mixture stirred at room temperature for 3 hours. The mixture was poured into ice/water, neutralis... The reactants are FC1=CC=CC2=C1C(NC1(CCN(CC1)C(=O)OCC)O2)=S (Ethyl 5-fluoro-3,4-dihydro-4-thioxospiro[2H-(1,3)-benzoxazine-2,4'-piperidine]-1'-carboxylate), solution, N (ammonia). Solvent: CO (methanol). Conditions: temperature 50 celsius. The product is NC1=NC2(CCN(CC2)C(=O)OCC)OC2=C1C(=CC=C2)F (Ethyl 4-amino-5-fluorospiro[2H-(1,3)-benzoxazine-2,4'-piperidine]-1'-carboxylate). As a reaction SMILES: [F:1][C:2]1[C:7]2[C:8](=S)[NH:9][C:10]3([O:21][C:6]=2[CH:5]=[CH:4][CH:3]=1)[CH2:15][CH2:14][N:13]([C:16]([O:18][CH2:19][CH3:20])=[O:17])[CH2:12][CH2:11]3.[NH3:23]>CO>[NH2:23][C:8]1[C:7]2[C:2]([F:1])=[CH:3][CH:4]=[CH:5][C:6]=2[O:21][C:10]2([CH2:15][CH2:14][N:13]([C:16]([O:18][CH2:19][CH3:20])=[O:17])[CH2:12][CH2:11]2)[N:9]=1. Reported procedure: The product of step (c) above (2.0 g, 6 mmol) was dissolved in an excess of a 7M solution of anhydrous ammonia in methanol and heated at 50° C. for 6 h. After evaporation of the solvent the residue was purified by flash chromatography on silica gel using dichloromethane/methanol (98:2) as eluent to give the title compound as a solid (1.8 g), m.p. 114-116° C. Mass spectrum (+ve CI)m /z 308 (M+ +H). Found: C, 58.63; H, 5.84; N, 13.67. Required for C15H18FN3O3 : C, 58.62; H, 5.90; N, 13.67%. The reactants are NC1=NC2=NC(=CC=C2C=C1)Cl (2-amino-7-chloro-1,8-napthyridine), COC1=CC=C(C=C1)O (4-methoxyphenol), [OH-].[K+] (potassium hydroxide). The product is NC1=NC2=NC(=CC=C2C=C1)OC1=CC=C(C=C1)OC (2-amino-7-(4-methoxyphenoxy)-1,8-naphthyridine). The yield is 99.3%. Reaction SMILES: [NH2:1][C:2]1[CH:11]=[CH:10][C:9]2[C:4](=[N:5][C:6](Cl)=[CH:7][CH:8]=2)[N:3]=1.[CH3:13][O:14][C:15]1[CH:20]=[CH:19][C:18]([OH:21])=[CH:17][CH:16]=1.[OH-].[K+]>>[NH2:1][C:2]1[CH:11]=[CH:10][C:9]2[C:4](=[N:5][C:6]([O:21][C:18]3[CH:19]=[CH:20][C:15]([O:14][CH3:13])=[CH:16][CH:17]=3)=[CH:7][CH:8]=2)[N:3]=1 |f:2.3|. Procedure details: The procedure is similar to that described in Example 4, but starting with 2-amino-7-chloro-1,8-napthyridine (35.8 g), 4-methoxyphenol (99.2 g) and potassium hydroxide pellets (22.4 g; 85% purity). After treatment with caustic soda and washing, 2-amino-7-(4-methoxyphenoxy)-1,8-naphthyridine (52.9 g) is produced, m.p. 200° C. EXAMPLE 13 The reactants are N1(CCOCC1)C1CCC2=C(CC1)C=C(C=C2)N (7-morpholin-4-yl-6,7,8,9-tetrahydro-5H-benzocyclohepten-2-ylamine), Cl.O1CCOCC1 (HCl dioxane), ClC1=NC=C(C(=N1)NC1=C(C(=O)NC)C=CC=C1)Cl (2-(2,5-dichloro-pyrimidin-4-ylamino)-N-methyl-benzamide), C(C)(C)O (isopropyl alcohol). Reaction conditions: time 10 minute. Product: ClC=1C(=NC(=NC1)NC=1C=CC2=C(CCC(CC2)N2CCOCC2)C1)NC1=C(C(=O)NC)C=CC=C1 (2-[5-Chloro-2-(7-morpholin-4-yl-6,7,8,9-tetrahydro-5H-benzocyclohepten-2-ylamino)-pyrimidin-4-ylamino]-N-methyl-benzamide). Yield: 45.4%. RXN SMILES: [N:1]1([CH:7]2[CH2:13][CH2:12][C:11]3[CH:14]=[C:15]([NH2:18])[CH:16]=[CH:17][C:10]=3[CH2:9][CH2:8]2)[CH2:6][CH2:5][O:4][CH2:3][CH2:2]1.Cl[C:20]1[N:25]=[C:24]([NH:26][C:27]2[CH:36]=[CH:35][CH:34]=[CH:33][C:28]=2[C:29]([NH:31][CH3:32])=[O:30])[C:23]([Cl:37])=[CH:22][N:21]=1.C(O)(C)C.Cl.O1CCOCC1>>[Cl:37][C:23]1[C:24]([NH:26][C:27]2[CH:36]=[CH:35][CH:34]=[CH:33][C:28]=2[C:29]([NH:31][CH3:32])=[O:30])=[N:25][C:20]([NH:18][C:15]2[CH:16]=[CH:17][C:10]3[CH2:9][CH2:8][CH:7]([N:1]4[CH2:6][CH2:5][O:4][CH2:3][CH2:2]4)[CH2:13][CH2:12][C:11]=3[CH:14]=2)=[N:21][CH:22]=1 |f:3.4|. Procedure details: Into a microwave vial was placed 7-morpholin-4-yl-6,7,8,9-tetrahydro-5H-benzocyclohepten-2-ylamine (66 mg, 0.00027 mol) and 2-(2,5-dichloro-pyrimidin-4-ylamino)-N-methyl-benzamide (70 mg, 0.0002 mol) in isopropyl alcohol (4 mL, 0.05 mol). To this mixture was added 4N HCl-dioxane (0.03 g, 0.0002 mol) and the contents subjected to microwaves at 120° C. for 10 min. HPLC showed starting materials remaining so the reaction mixture was subjected to an additional 10 min reaction time using the same con...